Dataset: the Open Reaction Database (ORD), a public repository of structured organic reaction records. Task: describe an organic reaction: reactants, conditions, products, and yield As a reaction SMILES: [Cl:1][C:2]1[C:7]([Cl:8])=[CH:6][CH:5]=[CH:4][C:3]=1[CH:9]1[C:14]([C:15]([O:17][CH3:18])=[O:16])=[C:13]([CH3:19])[NH:12][C:11]([CH2:20][O:21][CH2:22][C:23]2([CH3:26])[CH2:25][O:24]2)=[C:10]1[C:27]([O:29][CH2:30][CH3:31])=[O:28].[Na].[NH:33]1[CH:37]=[N:36][CH:35]=[N:34]1.C1OCCOCCOCCOCCOCCOC1>O1CCCC1>[Cl:1][C:2]1[C:7]([Cl:8])=[CH:6][CH:5]=[CH:4][C:3]=1[CH:9]1[C:14]([C:15]([O:17][CH3:18])=[O:16])=[C:13]([CH3:19])[NH:12][C:11]([CH2:20][O:21][CH2:22][C:23]([OH:24])([CH3:26])[CH2:25][N:33]2[CH:37]=[N:36][CH:35]=[N:34]2)=[C:10]1[C:27]([O:29][CH2:30][CH3:31])=[O:28] |f:1.2,^1:31|. Procedure: A mixture of 2-{[4-(2,3-dichlorophenyl)-3-ethoxycarbonyl-5-methoxycarbonyl-6-methyl-1,4-dihydropyrid-2-yl]methoxymethyl}-2-methyloxirane (0.80 g), 1,2,4-triazole sodium salt (0.60 g) and "18-Crown-6" (20 mg) in tetrahydrofuran (25 ml) was stirred at room temperature for two days and then partitioned between ethyl acetate and water. The layers were separated and the organic layer was washed with water, dried over Na2SO4 and evaporated. The residue was purified by chromatography on SiO2 (12 g) usi... The solvent is O1CCCC1 (tetrahydrofuran). Run at time 2 day. Isolated yield 53.4%. Yields the product ClC1=C(C=CC=C1Cl)C1C(=C(NC(=C1C(=O)OC)C)COCC(CN1N=CN=C1)(C)O)C(=O)OCC (1-{[4-(2,3-Dichlorophenyl)-3-ethoxycarbonyl-5-methoxycarbonyl-6-methyl-1,4-dihydropyrid-2-yl]methoxy}-2-hydroxy-2-methyl-3-(1,2,4-triazol-1-yl)propane). Reactants: ClC1=C(C=CC=C1Cl)C1C(=C(NC(=C1C(=O)OC)C)COCC1(OC1)C)C(=O)OCC (2-{[4-(2,3-dichlorophenyl)-3-ethoxycarbonyl-5-methoxycarbonyl-6-methyl-1,4-dihydropyrid-2-yl]methoxymethyl}-2-methyloxirane), [Na].N1N=CN=C1 (1,2,4-triazole sodium salt), C1COCCOCCOCCOCCOCCO1 (18-Crown-6). The reactants are C(C)C1C(CC(C(C(OC(C2CCCCN2C(C(C2(C(CC(C(C(CC(CC(=C1)C)C)OC)O2)OC)C)O)=O)=O)=O)C(=CC2CC(C(CC2)=O)OCCC)C)C)O[Si](C(C)C)(C(C)C)C(C)C)=O (17-Ethyl-1-hydroxy-12-[2'-(3"-propyloxy-4"-oxocyclohexyl)-1'-methylvinyl]-14-triisopropylsilyloxy-23,25-dimethoxy-13,19,21,27-tetramethyl-11,28-dioxa-4-azatricyclo[22.3.1.04,9 ]octacos-18-ene-2,3,10,16-tetraone), F (hydrofluoric acid). Run in C(C)#N (acetonitrile). The product is C(C)C1C(CC(C(C(OC(C2CCCCN2C(C(C2(C(CC(C(C(CC(CC(=C1)C)C)OC)O2)OC)C)O)=O)=O)=O)C(=CC2CC(C(CC2)=O)OCCC)C)C)O)=O (17-Ethyl-1,14-dihydroxy-12-[2'-(3"-propyloxy-4"-oxocyclohexyl)-1'-methylvinyl]-23,25-dimethoxy-13,19,21,27-tetramethyl-11,28-dioxa-4-azatricyclo[22.3.1.04,9 ]octacos-18-ene-2,3,10,16-tetraone). Reaction SMILES: [CH2:1]([CH:3]1[CH:29]=[C:28]([CH3:30])[CH2:27][CH:26]([CH3:31])[CH2:25][CH:24]([O:32][CH3:33])[CH:23]2[O:34][C:19]([OH:38])([CH:20]([CH3:37])[CH2:21][CH:22]2[O:35][CH3:36])[C:18](=[O:39])[C:17](=[O:40])[N:16]2[CH:11]([CH2:12][CH2:13][CH2:14][CH2:15]2)[C:10](=[O:41])[O:9][CH:8]([C:42]([CH3:55])=[CH:43][CH:44]2[CH2:49][CH2:48][C:47](=[O:50])[CH:46]([O:51][CH2:52][CH2:53][CH3:54])[CH2:45]2)[CH:7]([CH3:56])[CH:6]([O:57][Si](C(C)C)(C(C)C)C(C)C)[CH2:5][C:4]1=[O:68])[CH3:2].F>C(#N)C>[CH2:1]([CH:3]1[CH:29]=[C:28]([CH3:30])[CH2:27][CH:26]([CH3:31])[CH2:25][CH:24]([O:32][CH3:33])[CH:23]2[O:34][C:19]([OH:38])([CH:20]([CH3:37])[CH2:21][CH:22]2[O:35][CH3:36])[C:18](=[O:39])[C:17](=[O:40])[N:16]2[CH:11]([CH2:12][CH2:13][CH2:14][CH2:15]2)[C:10](=[O:41])[O:9][CH:8]([C:42]([CH3:55])=[CH:43][CH:44]2[CH2:49][CH2:48][C:47](=[O:50])[CH:46]([O:51][CH2:52][CH2:53][CH3:54])[CH2:45]2)[CH:7]([CH3:56])[CH:6]([OH:57])[CH2:5][C:4]1=[O:68])[CH3:2]. Reported procedure: To a stirred solution of 17-ethyl-1-hydroxy-12-[2'-(3"-propyloxy-4"-oxocyclohexyl)-1'-methylvinyl]14-triisopropylsilyloxy-23,25-dimethoxy-13,19,21,27-tetramethyl-11,28-dioxa-4-azatricyclo[22.3.1.04,9 ]octacos-18-ene-2,3,10,16-tetraone from Example 96 in acetonitrile was added hydrofluoric acid at room temperature. The reaction progress is monitored by tlc analysis and then the reaction mixture is quenched with sat'd aqueous sodium bicarbonate. The organic layer is separated and the aqueous layer...